This data is from the Open Reaction Database (ORD), a public repository of structured organic reaction records. The task is: describe an organic reaction: reactants, conditions, products, and yield Reactants: CCN(CC)CCN1CCCc2[nH]c(C=O)c(C)c2C1=O, COc1ccc2c(c1)NC(=O)C2. Yields the product CCN(CC)CCN1CCCc2[nH]c(C=C3C(=O)Nc4cc(OC)ccc43)c(C)c2C1=O. As a reaction SMILES: [CH2:1]([CH3:2])[N:3]([CH2:4][CH2:5][N:6]1[C:7](=[O:19])[c:8]2[c:9]([nH:13][c:14]([CH:17]=[O:18])[c:15]2[CH3:16])[CH2:10][CH2:11][CH2:12]1)[CH2:20][CH3:21].[CH3:22][O:23][c:24]1[cH:25][cH:26][c:27]2[c:31]([cH:32]1)[NH:30][C:29](=[O:33])[CH2:28]2>>[CH2:1]([CH3:2])[N:3]([CH2:4][CH2:5][N:6]1[C:7](=[O:19])[c:8]2[c:9]([nH:13][c:14]([CH:17]=[C:28]3[c:27]4[cH:26][cH:25][c:24]([O:23][CH3:22])[cH:32][c:31]4[NH:30][C:29]3=[O:33])[c:15]2[CH3:16])[CH2:10][CH2:11][CH2:12]1)[CH2:20][CH3:21]. The reactants are C(C1=CC=CC=C1)OC1=C(C=CC=C1)C(C(OCC)=N)O (ethyl 1-(2-benzyloxyphenyl)-1-hydroxymethanecarboximidate), O1CCCC1 (tetrahydrofuran). The solvent is C1(=CC=CC=C1)C (toluene). The product is C(C1=CC=CC=C1)OC1=C(C=CC=C1)C1C(NC(O1)=O)=O (5-(2-Benzyloxyphenyl)oxazolidine-2,4-dione). As a reaction SMILES: [CH2:1]([O:8][C:9]1[CH:14]=[CH:13][CH:12]=[CH:11][C:10]=1[CH:15]([OH:21])[C:16](=[NH:20])[O:17]CC)[C:2]1[CH:7]=[CH:6][CH:5]=[CH:4][CH:3]=1.[O:22]1CCC[CH2:23]1>C1(C)C=CC=CC=1>[CH2:1]([O:8][C:9]1[CH:14]=[CH:13][CH:12]=[CH:11][C:10]=1[CH:15]1[O:21][C:23](=[O:22])[NH:17][C:16]1=[O:20])[C:2]1[CH:3]=[CH:4][CH:5]=[CH:6][CH:7]=1. Reported procedure: By the procedure Method A of Example 12, ethyl 1-(2-benzyloxyphenyl)-1-hydroxymethanecarboximidate (13 g.) in 350 ml. of tetrahydrofuran was converted to toluene recrystallized 5-(2-benzyloxyphenyl)oxazolidine-2,4-dione (7.23 g., 55%; m.p. 191°-193° C.; m/e 283) Reported procedure: A suspension of 3-(3-cyanopyridin-2-yl)nitrobenzene (0.27 g) in ethanol (5 ml) was hydrogenated over palladium on carbon (10% w/w, 50% wet, 80 mg) under a hydrogen atmosphere for 5 hours. The catalyst was filtered off, and the filtrate was evaporated under reduced pressure to give 3-(3-cyanopyridin-2-yl)aniline (0.34 g). The product is C(#N)C=1C(=NC=CC1)C=1C=C(N)C=CC1 (3-(3-cyanopyridin-2-yl)aniline). Yield: 145.3%. Run in C(C)O (ethanol). Reactants: C(#N)C=1C(=NC=CC1)C=1C=C(C=CC1)[N+](=O)[O-] (3-(3-cyanopyridin-2-yl)nitrobenzene). The reagents and catalysts are [Pd] (palladium on carbon). RXN SMILES: [C:1]([C:3]1[C:4]([C:9]2[CH:10]=[C:11]([N+:15]([O-])=O)[CH:12]=[CH:13][CH:14]=2)=[N:5][CH:6]=[CH:7][CH:8]=1)#[N:2]>C(O)C.[Pd]>[C:1]([C:3]1[C:4]([C:9]2[CH:10]=[C:11]([CH:12]=[CH:13][CH:14]=2)[NH2:15])=[N:5][CH:6]=[CH:7][CH:8]=1)#[N:2]. Reactants: BrC1=CC=C2C(=CC(OC2=C1)=O)C1=CC=C(C=C1)F (7-bromo-4-(4-fluorophenyl)-2H-chromen-2-one), C(C)(CC)C1=CN=C(S1)S (5-sec-butyl-1,3-thiazole-2-thiol), C(=O)([O-])[O-].[K+].[K+] (K2CO3). Procedure: Employing the procedure described in Example 1, Step 3, but using 7-bromo-4-(4-fluorophenyl)-2H-chromen-2-one, 5-sec-butyl-1,3-thiazole-2-thiol and K2CO3, the title compound was obtained. 1H NMR (400 MHz, acetone-d6): δ 7.58-7.67 (m, 3H), 7.52 (d, 1H), 7.46 (d, 1H), 7.32-7.42 (m, 3H), 6.38 (s, 1H), 3.08 (sextet, 1H), 1.83-1.67 (m, 2H), 1.32 (d, 3H), 0.89 (t, 3H). The product is C(C)(CC)C1=CN=C(S1)SC1=CC=C2C(=CC(OC2=C1)=O)C1=CC=C(C=C1)F (7-[(5-sec-butyl-1,3-thiazol-2-yl)thio]-4-(4-fluorophenyl)-2H-chromen-2-one). Reaction SMILES: Br[C:2]1[CH:11]=[C:10]2[C:5]([C:6]([C:13]3[CH:18]=[CH:17][C:16]([F:19])=[CH:15][CH:14]=3)=[CH:7][C:8](=[O:12])[O:9]2)=[CH:4][CH:3]=1.[CH:20]([C:24]1[S:28][C:27]([SH:29])=[N:26][CH:25]=1)([CH2:22][CH3:23])[CH3:21].C([O-])([O-])=O.[K+].[K+]>>[CH:20]([C:24]1[S:28][C:27]([S:29][C:2]2[CH:11]=[C:10]3[C:5]([C:6]([C:13]4[CH:18]=[CH:17][C:16]([F:19])=[CH:15][CH:14]=4)=[CH:7][C:8](=[O:12])[O:9]3)=[CH:4][CH:3]=2)=[N:26][CH:25]=1)([CH2:22][CH3:23])[CH3:21] |f:2.3.4|.